This data is from the Open Reaction Database (ORD), a public repository of structured organic reaction records. The task is: describe an organic reaction: reactants, conditions, products, and yield The reactants are [Li+].CC(C)[N-]C(C)C (LDA), CC(CC(C)=O)=O (2,4-pentanedione), C(C=C)Br (Allyl bromide). Solvent: C1CCOC1 (THF), C1CCOC1 (THF). Conditions: temperature 0 celsius, time 20 minute. The product is CCCCCCC=C.CC(CC(C)=O)=O (7-octene 2,4-pentanedione). The yield is 22.0%. Reaction SMILES: [CH3:1][C:2](=[O:7])[CH2:3][C:4](=[O:6])[CH3:5].[Li+].[CH3:9][CH:10]([N-]C(C)C)[CH3:11].C(Br)C=C>C1COCC1>[CH3:1][CH2:2][CH2:3][CH2:4][CH2:5][CH2:11][CH:10]=[CH2:9].[CH3:1][C:2](=[O:7])[CH2:3][C:4](=[O:6])[CH3:5] |f:1.2,5.6|. Procedure: 2,4-pentanedione (4.11 mL, 39.9 mmol) was dissolved in anhydrous THF (120 mL) and cooled to 0° C. using an ice-water bath. To the stirred THF solution, 2.2 equivalent of 2.0 M LDA (44 mL, 87.8 mmol) was slowly added. After addition was complete, the mixture was stirred at 0° C. for 20 min under argon atmosphere. Allyl bromide (3.46 mL, 39.9 mmol) was then added to the resulting pale red solution at 0° C. under argon. After removing of ice-water bath, the resulting reaction was allowed to stir fo... Starting materials: FC1=CC=C(C2=CC=CC=C12)[N+](=O)[O-] (1-fluoro-4-nitro-naphthalene), COC(=O)C1=NC=CC(=C1)O (4-hydroxy-pyridine-2-carboxylic acid methyl ester), C(=O)([O-])[O-].[K+].[K+] (K2CO3). The reagents and catalysts are [Pd] (Pd/C). Run in CN(C)C=O (DMF), C(Cl)Cl (CH2Cl2). Run at temperature 100 celsius, time 5 hour. The product is COC(=O)C1=NC=CC(=C1)OC1=CC=C(C2=CC=CC=C12)N (4-(4-amino-naphthalen-1-yloxy)-pyridine-2-carboxylic acid methyl ester). Isolated yield 51.9%. RXN SMILES: F[C:2]1[C:11]2[C:6](=[CH:7][CH:8]=[CH:9][CH:10]=2)[C:5]([N+:12]([O-])=O)=[CH:4][CH:3]=1.[CH3:15][O:16][C:17]([C:19]1[CH:24]=[C:23]([OH:25])[CH:22]=[CH:21][N:20]=1)=[O:18].C([O-])([O-])=O.[K+].[K+]>CN(C=O)C.C(Cl)Cl.[Pd]>[CH3:15][O:16][C:17]([C:19]1[CH:24]=[C:23]([O:25][C:2]2[C:11]3[C:6](=[CH:7][CH:8]=[CH:9][CH:10]=3)[C:5]([NH2:12])=[CH:4][CH:3]=2)[CH:22]=[CH:21][N:20]=1)=[O:18] |f:2.3.4|. Procedure: To a solution of 1-fluoro-4-nitro-naphthalene (1.0 g, 5.24 mmol) in dry DMF (22 mL) was added 4-hydroxy-pyridine-2-carboxylic acid methyl ester (0.993 g, 5.24 mmol) and K2CO3 (7.24 g, 52.4 mmol). The resulting yellow suspension was stirred at 100° C. under argon for five h. After cooling to room temperature, the solution was diluted with CH2Cl2 (62 mL) and 10% Pd/C (1 g) was added. The suspension was stirred under a H2 balloon for 72 h. The reaction was then filtered through a plug of diatomaceo... Starting materials: O=C1OC2(CN3CCC2CC3)CN1c1cc(Br)cs1, OB(O)c1cccnc1. The product is O=C1OC2(CN3CCC2CC3)CN1c1cc(-c2cccnc2)cs1. RXN SMILES: [Br:1][c:2]1[cH:3][c:4]([N:7]2[C:8](=[O:19])[O:9][C:10]3([CH2:11][N:12]4[CH2:13][CH2:14][CH:15]3[CH2:16][CH2:17]4)[CH2:18]2)[s:5][cH:6]1.[n:20]1[cH:21][c:22]([B:26]([OH:27])[OH:28])[cH:23][cH:24][cH:25]1>>[c:2]1(-[c:22]2[cH:21][n:20][cH:25][cH:24][cH:23]2)[cH:3][c:4]([N:7]2[C:8](=[O:19])[O:9][C:10]3([CH2:11][N:12]4[CH2:13][CH2:14][CH:15]3[CH2:16][CH2:17]4)[CH2:18]2)[s:5][cH:6]1. Reactants: BrC1=CC=C(C=C1)C(=O)C1=CC=C(C=C1)OCCCCCCNC ((4-bromo-phenyl)-[4-(6-methylamino-hexyloxy)-phenyl]-methanone), C(C)(C)N(CC)C(C)C (diisopropylethylamine), BrCC1CC1 (bromomethyl-cyclopropane). Solvent: CC(=O)N(C)C (dimethyl-acetamide). Run at temperature 50 celsius, time 24 hour. Product: BrC1=CC=C(C=C1)C(=O)C1=CC=C(C=C1)OCCCCCCN(C)CC1CC1 ((4-bromo-phenyl)-[4-[6-(cyclopropylmethyl-methyl-amino)-hexyloxy]-phenyl]-methanone). Reaction SMILES: [Br:1][C:2]1[CH:7]=[CH:6][C:5]([C:8]([C:10]2[CH:15]=[CH:14][C:13]([O:16][CH2:17][CH2:18][CH2:19][CH2:20][CH2:21][CH2:22][NH:23][CH3:24])=[CH:12][CH:11]=2)=[O:9])=[CH:4][CH:3]=1.C(N(C(C)C)CC)(C)C.Br[CH2:35][CH:36]1[CH2:38][CH2:37]1>CC(N(C)C)=O>[Br:1][C:2]1[CH:3]=[CH:4][C:5]([C:8]([C:10]2[CH:15]=[CH:14][C:13]([O:16][CH2:17][CH2:18][CH2:19][CH2:20][CH2:21][CH2:22][N:23]([CH2:35][CH:36]3[CH2:38][CH2:37]3)[CH3:24])=[CH:12][CH:11]=2)=[O:9])=[CH:6][CH:7]=1. Reported procedure: A mixture of 0.1 g of (4-bromo-phenyl)-[4-(6-methylamino-hexyloxy)-phenyl]-methanone, 0.13 ml of diisopropylethylamine and 0.06 ml of bromomethyl-cyclopropane in 20 ml of dimethyl-acetamide is stirred at 50° C. for 24 hrs., concentrated and the residue is treated with sodium hydrogen carbonate solution and extracted with methylene chloride. The organic phases are washed with saturated sodium chloride solution, dried and evaporated. The residue is purified over silica gel with CH2Cl2 /MeOH/NH4OH ... Starting materials: BrC1=C(N=CN1C)C1=NC=CC(=C1)C#N (2-(5-bromo-1-methyl-1H-imidazol-4-yl)pyridine-4-carbonitrile), C1(CC1)COC1=CC=C(C=C1)B(O)O (4-(cyclopropylmethoxy)phenylboronic acid). The product is C1(CC1)COC1=CC=C(C=C1)C1=C(N=CN1C)C1=NC=CC(=C1)C#N (2-{5-[4-(cyclopropylmethoxy)phenyl]-1-methyl-1H-imidazol-4-yl}pyridine-4-carbonitrile). RXN SMILES: Br[C:2]1[N:6]([CH3:7])[CH:5]=[N:4][C:3]=1[C:8]1[CH:13]=[C:12]([C:14]#[N:15])[CH:11]=[CH:10][N:9]=1.[CH:16]1([CH2:19][O:20][C:21]2[CH:26]=[CH:25][C:24](B(O)O)=[CH:23][CH:22]=2)[CH2:18][CH2:17]1>>[CH:16]1([CH2:19][O:20][C:21]2[CH:26]=[CH:25][C:24]([C:2]3[N:6]([CH3:7])[CH:5]=[N:4][C:3]=3[C:8]3[CH:13]=[C:12]([C:14]#[N:15])[CH:11]=[CH:10][N:9]=3)=[CH:23][CH:22]=2)[CH2:17][CH2:18]1. Procedure details: The title compound was prepared from 2-(5-bromo-1-methyl-1H-imidazol-4-yl)pyridine-4-carbonitrile and 4-(cyclopropylmethoxy)phenylboronic acid according to the procedure for the preparation of Example 3, part A. [M+H] Calc'd for C20H18N4O, 331. Found, 331. Reactants: ClCCl, COc1ccc(C(C)O)c(Cl)c1, O=S(Cl)Cl. The product is COc1ccc(C(C)Cl)c(Cl)c1. RXN SMILES: [Cl:17][CH2:18][Cl:19].[Cl:5][c:6]1[c:7]([CH:14]([CH3:15])[OH:16])[cH:8][cH:9][c:10]([O:12][CH3:13])[cH:11]1.[S:1]([Cl:2])([Cl:3])=[O:4]>>[Cl:3][CH:14]([c:7]1[c:6]([Cl:5])[cH:11][c:10]([O:12][CH3:13])[cH:9][cH:8]1)[CH3:15].